This data is from the Open Reaction Database (ORD), a public repository of structured organic reaction records. The task is: describe an organic reaction: reactants, conditions, products, and yield Starting materials: BrC1=CC=C(C=C1)C(=CCC(=O)O)C1=CC=CC=C1 (4-(4-bromophenyl)-4-phenylbut-3-enoic acid), I (hydriodic acid), red phosphorus. As a reaction SMILES: [Br:1][C:2]1[CH:7]=[CH:6][C:5]([C:8]([C:14]2[CH:19]=[CH:18][CH:17]=[CH:16][CH:15]=2)=[CH:9][CH2:10][C:11]([OH:13])=[O:12])=[CH:4][CH:3]=1.I>C(O)(=O)C.[Cl-].[Na+]>[Br:1][C:2]1[CH:3]=[CH:4][C:5]([CH:8]([C:14]2[CH:15]=[CH:16][CH:17]=[CH:18][CH:19]=2)[CH2:9][CH2:10][C:11]([OH:13])=[O:12])=[CH:6][CH:7]=1 |f:3.4|. Procedure: A solution of 4-(4-bromophenyl)-4-phenylbut-3-enoic acid (5.0 g., 0.0157 mole) in glacial acetic acid (50 ml.) was treated with 56.9% aqueous hydriodic acid (22.5 ml.) and red phosphorus (4.5 g.) and the resulting mixture stirred at reflux for 16 hours. The reaction mixture was then cooled to room temperature, diluted with saturated aqueous sodium chloride solution (250 ml.) and extracted with methylene chloride (250 ml.). The extract was washed with saturated aqueous sodium chloride solution (2... The yield is 99.0%. Run in C(C)(=O)O (acetic acid), [Cl-].[Na+] (sodium chloride). Yields the product BrC1=CC=C(C=C1)C(CCC(=O)O)C1=CC=CC=C1 (4-(4-Bromophenyl)-4-phenylbutanoic Acid). Starting materials: C(C1=CC=CC=C1)OC1=C(C=C(C=C1)C=1C(N(C(=NC1)CC1CCCCC1)C)=O)F (5-(4-(benzyloxy)-3-fluorophenyl)-2-(cyclohexylmethyl)-3-methylpyrimidin-4(3H)-one). The solvent is C(=O)(C(F)(F)F)O (TFA). Yields the product C1(CCCCC1)CC1=NC=C(C(N1C)=O)C1=CC(=C(C=C1)O)F (2-(cyclohexylmethyl)-5-(3-fluoro-4-hydroxyphenyl)-3-methylpyrimidin-4(3H)-one). Reaction SMILES: C([O:8][C:9]1[CH:14]=[CH:13][C:12]([C:15]2[C:16](=[O:29])[N:17]([CH3:28])[C:18]([CH2:21][CH:22]3[CH2:27][CH2:26][CH2:25][CH2:24][CH2:23]3)=[N:19][CH:20]=2)=[CH:11][C:10]=1[F:30])C1C=CC=CC=1>C(O)(C(F)(F)F)=O>[CH:22]1([CH2:21][C:18]2[N:17]([CH3:28])[C:16](=[O:29])[C:15]([C:12]3[CH:13]=[CH:14][C:9]([OH:8])=[C:10]([F:30])[CH:11]=3)=[CH:20][N:19]=2)[CH2:27][CH2:26][CH2:25][CH2:24][CH2:23]1. Reported procedure: A solution of 5-(4-(benzyloxy)-3-fluorophenyl)-2-(cyclohexylmethyl)-3-methylpyrimidin-4(3H)-one (0.046 g, 0.11 mmol) in TFA (2 mL) was stirred at 40° C. for 2.5 hours. The reaction mixture was cooled to room temperature and concentrated to dryness. The crude product was purified by flash column chromatography, eluting with 20:1 CH2Cl2/MeOH. The product was obtained (0.026 g; 73%) as a white foamy solid. LRMS (APCI pos) m/e 317 (M+1). Starting materials: C1CCC2=NCCCN2CC1 (DBU), S(=O)(=O)(O)[O-].[K+] (potassium hydrogen sulfate), C(C)(C)(C)OC(=O)N[C@H]1CCOCC\C=C/[C@H]2[C@](NC([C@H]3N(C1=O)C[C@@H](C3)OC(=O)N3CC1=CC=CC(=C1C3)F)=O)(C2)C(=O)O ((2R,6S,13aS,14aR,16aS,Z)-6-(tert-butoxycarbonylamino)-2-(4-fluoroisoindoline-2-carbonyloxy)-5,16-dioxo-2,3,5,6,7,8,10,11,13a,14,14a,15,16,16a-tetradecahydro-1H-cyclopropa(j)pyrrolo[1,2-f][1,6,9]oxadiazacyclopentadecine-14a-carboxylic acid), N1(C=NC=C1)C(=O)N1C=NC=C1 (di(1H-imidazol-1-yl)methanone), C1(CC1)S(=O)(=O)N (Cyclopropanesulfonamide). Run in O (Water), C1(=CC=CC=C1)C (toluene). Run at temperature 60 celsius, time 3 hour. The product is FC1=C2CN(CC2=CC=C1)C(=O)O[C@@H]1C[C@@H]2N(C([C@H](CCOCC\C=C/[C@H]3[C@](NC2=O)(C3)C(NS(=O)(=O)C3CC3)=O)NC(=O)OC(C)(C)C)=O)C1 ((2R,6S,13aS,14aR,16aS,Z)-6-(tert-butoxycarbonylamino)-14a-(cyclopropylsulfonylcarbamoyl)-5,16-dioxo-2,3,5,6,7,8,10,11,13a,14,14a,15,16,16a-tetradecahydro-1H-cyclopropa(j)pyrrolo[1,2-f][1,6,9]oxadiazacyclopentadecin-2-yl 4-fluoroisoindoline-2-carboxylate). As a reaction SMILES: [C:1]([O:5][C:6]([NH:8][C@@H:9]1[C:23](=[O:24])[N:22]2[CH2:25][C@H:26]([O:28][C:29]([N:31]3[CH2:39][C:38]4[C:33](=[CH:34][CH:35]=[CH:36][C:37]=4[F:40])[CH2:32]3)=[O:30])[CH2:27][C@H:21]2[C:20](=[O:41])[NH:19][C@:18]2([C:43](O)=[O:44])[CH2:42][C@H:17]2[CH:16]=[CH:15][CH2:14][CH2:13][O:12][CH2:11][CH2:10]1)=[O:7])([CH3:4])([CH3:3])[CH3:2].N1(C(N2C=CN=C2)=O)C=CN=C1.[CH:58]1([S:61]([NH2:64])(=[O:63])=[O:62])[CH2:60][CH2:59]1.C1CCN2C(=NCCC2)CC1.S([O-])(O)(=O)=O.[K+]>C1(C)C=CC=CC=1.O>[F:40][C:37]1[CH:36]=[CH:35][CH:34]=[C:33]2[C:38]=1[CH2:39][N:31]([C:29]([O:28][C@H:26]1[CH2:25][N:22]3[C:23](=[O:24])[C@@H:9]([NH:8][C:6]([O:5][C:1]([CH3:2])([CH3:3])[CH3:4])=[O:7])[CH2:10][CH2:11][O:12][CH2:13][CH2:14][CH:15]=[CH:16][C@@H:17]4[CH2:42][C@@:18]4([C:43](=[O:44])[NH:64][S:61]([CH:58]4[CH2:60][CH2:59]4)(=[O:63])=[O:62])[NH:19][C:20](=[O:41])[C@@H:21]3[CH2:27]1)=[O:30])[CH2:32]2 |f:4.5|. Procedure: (2R,6S,13aS,14aR,16aS,Z)-6-(tert-butoxycarbonylamino)-2-(4-fluoroisoindoline-2-carbonyloxy)-5,16-dioxo-2,3,5,6,7,8,10,11,13a,14,14a,15,16,16a-tetradecahydro-1H-cyclopropa(j)pyrrolo[1,2-f][1,6,9]oxadiazacyclopentadecine-14a-carboxylic acid (0.072 g, 0.11 mmol) in toluene (3 mL) was added di(1H-imidazol-1-yl)methanone (0.024 g, 0.15 mmol) in rt. The reaction was stirred at 60° C. for 3 hrs. Cyclopropanesulfonamide (0.021 g, 0.17 mmol) was added, followed by addition of DBU (0.043 ml, 0.29 mmol). T...